The task is: describe an organic reaction: reactants, conditions, products, and yield. This data is from the Open Reaction Database (ORD), a public repository of structured organic reaction records. The reactants are O=C1CCC(=O)N1Br, CN(C)C=O, O, O=C1CC(c2ccccc2)Sc2ccccc2N1. Product: O=C1Nc2ccccc2SC(c2ccccc2)=C1Br. RXN SMILES: [Br:19][N:20]1[C:21](=[O:22])[CH2:23][CH2:24][C:25]1=[O:26].[CH3:28][N:29]([CH3:30])[CH:31]=[O:32].[OH2:27].[c:1]1([CH:7]2[S:8][c:9]3[c:10]([cH:15][cH:16][cH:17][cH:18]3)[NH:11][C:12](=[O:14])[CH2:13]2)[cH:2][cH:3][cH:4][cH:5][cH:6]1>>[c:1]1([C:7]2=[C:13]([Br:19])[C:12](=[O:14])[NH:11][c:10]3[c:9]([cH:18][cH:17][cH:16][cH:15]3)[S:8]2)[cH:2][cH:3][cH:4][cH:5][cH:6]1. Starting materials: C(#N)CCCCCCNC(C(=O)OCC)=O (ethyl N-(6-cyanohexyl)oxamate), C1=CC=CC=C1 (benzene), ice, ethyl oxalyl chloride, NCCCCCCC#N (7-amino-heptanonitrile), C(#N)CCCCCCNC(C(=O)OCC)=O (ethyl N-(6-cyanohexyl)oxamate). Run in N1=CC=CC=C1 (pyridine). Reaction conditions: time 8 hour. The product is OCCNCCCCCCCN (N-(2-hydroxyethyl)-1,7-heptanediamine). As a reaction SMILES: C1C=CC=CC=1.NCCCCCCC#N.[C:16]([CH2:18][CH2:19][CH2:20][CH2:21][CH2:22][CH2:23][NH:24][C:25](=O)[C:26](OCC)=[O:27])#[N:17]>N1C=CC=CC=1>[OH:27][CH2:26][CH2:25][NH:24][CH2:23][CH2:22][CH2:21][CH2:20][CH2:19][CH2:18][CH2:16][NH2:17]. Reported procedure: The intermediate N-(2-hydroxyethyl)-1,7-heptanediamine was prepared in two steps as follows: To a stirred and ice-cooled solution containing 650 ml. of benzene and 43.5 g. of pyridine was added dropwise over a period of 30 minutes 75 g. of ethyl oxalyl chloride followed by dropwise addition over a period of 30 minutes 63 g. of 7-amino-heptanonitrile. The reaction mixture was stirred in the ice bath for 3 minutes, next stirred at room temperature for 45 minutes and then allowed to stand overnight... The reactants are ClC1=NC(=C(C(=O)NCC[C@@H](C)N2CCC(CC2)NCC2=CSC=C2)C(=C1)C)C (6-chloro-2,4-dimethyl-N—((R)-3-{4-[(thiophen-3-ylmethyl)-amino]-piperidin-1-yl}-butyl)-nicotinamide), N1=CC(=CC=C1)B(O)O (3-pyridine boronic acid). Reagents/catalysts: C=1C=CC(=CC1)[P](C=2C=CC=CC2)(C=3C=CC=CC3)[Pd]([P](C=4C=CC=CC4)(C=5C=CC=CC5)C=6C=CC=CC6)([P](C=7C=CC=CC7)(C=8C=CC=CC8)C=9C=CC=CC9)[P](C=1C=CC=CC1)(C=1C=CC=CC1)C=1C=CC=CC1 (Pd(PPh3)4). The solvent is COCCOC (DME), C(Cl)Cl (CH2Cl2), C(=O)(O)[O-].[Na+] (NaHCO3). Conditions: temperature 90 celsius, time 8 hour. The product is S1C=C(C=C1)CNC1CCN(CC1)[C@@H](CCNC(=O)C=1C(=CC(=NC1C)C=1C=NC=CC1)C)C (4,6-dimethyl-[2,3′]bipyridinyl-5-carboxylic acid ((R)-3-{4-[(thiophen-3-ylmethyl)-amino]-piperidin-1-yl}-butyl)-amide). RXN SMILES: Cl[C:2]1[CH:27]=[C:26]([CH3:28])[C:5]([C:6]([NH:8][CH2:9][CH2:10][C@H:11]([N:13]2[CH2:18][CH2:17][CH:16]([NH:19][CH2:20][C:21]3[CH:25]=[CH:24][S:23][CH:22]=3)[CH2:15][CH2:14]2)[CH3:12])=[O:7])=[C:4]([CH3:29])[N:3]=1.[N:30]1[CH:35]=[CH:34][CH:33]=[C:32](B(O)O)[CH:31]=1>COCCOC.C(Cl)Cl.C([O-])(O)=O.[Na+].C1C=CC([P]([Pd]([P](C2C=CC=CC=2)(C2C=CC=CC=2)C2C=CC=CC=2)([P](C2C=CC=CC=2)(C2C=CC=CC=2)C2C=CC=CC=2)[P](C2C=CC=CC=2)(C2C=CC=CC=2)C2C=CC=CC=2)(C2C=CC=CC=2)C2C=CC=CC=2)=CC=1>[S:23]1[CH:24]=[CH:25][C:21]([CH2:20][NH:19][CH:16]2[CH2:17][CH2:18][N:13]([C@H:11]([CH3:12])[CH2:10][CH2:9][NH:8][C:6]([C:5]3[C:26]([CH3:28])=[CH:27][C:2]([C:32]4[CH:31]=[N:30][CH:35]=[CH:34][CH:33]=4)=[N:3][C:4]=3[CH3:29])=[O:7])[CH2:14][CH2:15]2)=[CH:22]1 |f:4.5,^1:56,58,77,96|. Procedure: To an argon-degassed solution of 6-chloro-2,4-dimethyl-N—((R)-3-{4-[(thiophen-3-ylmethyl)-amino]-piperidin-1-yl}-butyl)-nicotinamide (100 mg, 0.23 mmol) and 3-pyridine boronic acid (56 mg, 0.46 mmol) in DME/2 M Na2CO3 (5:2, 3.5 ml) was added Pd(PPh3)4 (15 mg, 0.013 mmol) and the reaction stirred at 90° C. overnight. The mixture was cooled, diluted with CH2Cl2 (25 ml) and saturated aqueous NaHCO3 (25 ml). The aqueous layer was extracted with CH2Cl2 (2×10 ml) and the combined organic extracts were...